From a dataset of the Open Reaction Database (ORD), a public repository of structured organic reaction records. describe an organic reaction: reactants, conditions, products, and yield Reactants: C(C)(C)(C)OC(NC1=C(C=C(C(=C1)Cl)Cl)[N+](=O)[O-])=O ((4,5-dichloro-2-nitro-phenyl)-carbamic acid tert-butyl ester), C(C(C)C)N (isobutylamine). Run in CS(=O)C (DMSO). Product: C(C)(C)(C)OC(NC1=C(C=C(C(=C1)NCC(C)C)Cl)[N+](=O)[O-])=O ((4-Chloro-5-isobutylamino-2-nitro-phenyl)-carbamic acid tert-butyl ester), solid. Yield: 67.0%. Reaction SMILES: [C:1]([O:5][C:6](=[O:19])[NH:7][C:8]1[CH:13]=[C:12](Cl)[C:11]([Cl:15])=[CH:10][C:9]=1[N+:16]([O-:18])=[O:17])([CH3:4])([CH3:3])[CH3:2].[CH2:20]([NH2:24])[CH:21]([CH3:23])[CH3:22]>CS(C)=O>[C:1]([O:5][C:6](=[O:19])[NH:7][C:8]1[CH:13]=[C:12]([NH:24][CH2:20][CH:21]([CH3:23])[CH3:22])[C:11]([Cl:15])=[CH:10][C:9]=1[N+:16]([O-:18])=[O:17])([CH3:4])([CH3:3])[CH3:2]. Procedure: The title compound was prepared from (4,5-dichloro-2-nitro-phenyl)-carbamic acid tert-butyl ester (Example A20) (3.0 g, 9.77 mmol) and isobutylamine (3.57 g, 48.8 mmol) in DMSO (20 mL) at 55° C. according to the general procedure C. Obtained as a brown solid (2.26 g, 67%).